Dataset: the Open Reaction Database (ORD), a public repository of structured organic reaction records. Task: describe an organic reaction: reactants, conditions, products, and yield Starting materials: CC(C)(C)OC(=O)N1CCC2(CC1)CC(C1=CC=CC=C12)=CC(=O)OCC (3-[[(ethoxy)carbonyl]methylene]-2,3-dihydrospiro[1H-indene-1,4'-piperidine]-1'-carboxylic acid 1,1-dimethylethylester), CCO.CCOC(=O)C (EtOH EtOAc), BrCBr (dibromomethane), [Li]CCCC (n-BuLi), CC1C(N(CCC1)C)(C)C.[Li] (lithium tetramethylpiperidine), C[Si](N[Si](C)(C)C)(C)C.[Li] (lithium hexamethyldisilazane). Reagents/catalysts: [Pd] (Pd/C). The solvent is C1CCOC1 (THF), C1CCOC1 (THF), C1CCOC1 (THF). Run at temperature -78 celsius, time 30 minute. Product: C(C)OC(CCC1CC2(CCN(CC2)C(=O)OC(C)(C)C)C2=CC=CC=C12)=O ((1,1-dimethylethoxycarbonyl]-2,3-dihydrospiro[1H-indene-1,4'-piperidine]-3-propionic acid ethyl ester). Yield: 48.0%. RXN SMILES: [CH3:1][C:2]([O:5][C:6]([N:8]1[CH2:13][CH2:12][C:11]2([C:21]3[C:16](=[CH:17][CH:18]=[CH:19][CH:20]=3)[C:15](=CC(OCC)=O)[CH2:14]2)[CH2:10][CH2:9]1)=[O:7])([CH3:4])[CH3:3].BrCBr.[CH3:31]C1CCCN(C)C1(C)C.[Li].C[Si](C)(C)N[Si](C)(C)C.[Li].[Li]CCCC.CCO.[CH3:60][CH2:61][O:62][C:63]([CH3:65])=[O:64]>C1COCC1.[Pd]>[CH2:61]([O:62][C:63](=[O:64])[CH2:65][CH2:31][CH:15]1[C:16]2[C:21](=[CH:20][CH:19]=[CH:18][CH:17]=2)[C:11]2([CH2:12][CH2:13][N:8]([C:6]([O:5][C:2]([CH3:1])([CH3:3])[CH3:4])=[O:7])[CH2:9][CH2:10]2)[CH2:14]1)[CH3:60] |f:2.3,4.5,7.8,^1:40,50|. Reported procedure: A mixture of the title compound (1.0388 g, 2.8 mmol) from Example 98, Step A, and Pd/C (0.28 g) in EtOH/EtOAc (80 ml) was hydrogenated with a balloon for 30 min. The mixture was filtered and the solvent was evaporated. To a solution of the residue and dibromomethane (0.43 ml, 6.16 mmol) in THF (20 ml) at -78° C. for 10 min, was added dropwise a freshly prepared solution of lithium tetramethylpiperidine (6.16 mmol) in THF (10 ml) at 0° C. over 10 min. The mixture was stirred at -78° C. for 10 min... Reactants: O=C([O-])[O-], CC(=O)OC(C)=O, Nc1cccc(F)c1C=O, [Na+], [Na+], O. The product is CC(=O)Nc1cccc(F)c1C=O. RXN SMILES: [C:18](=[O:19])([O-:20])[O-:21].[CH3:11][C:12](=[O:13])[O:14][C:15](=[O:16])[CH3:17].[NH2:1][c:2]1[c:3]([CH:4]=[O:5])[c:6]([F:10])[cH:7][cH:8][cH:9]1.[Na+:22].[Na+:23].[OH2:24]>>[NH:1]([c:2]1[c:3]([CH:4]=[O:5])[c:6]([F:10])[cH:7][cH:8][cH:9]1)[C:12]([CH3:11])=[O:13].